Task: describe an organic reaction: reactants, conditions, products, and yield. Dataset: the Open Reaction Database (ORD), a public repository of structured organic reaction records The reactants are FC=1C2=C(C3=CN(N=C3C1)C)C(CC2)=CCNC(C)=O (N-[2-(5-fluoro-2-methyl-6,7-dihydrocyclopenta[e]indazol-8(2H)-ylidene)ethyl]acetamide). Reagents/catalysts: [C].[Pd] (palladium-carbon). Solvent: CO (methanol). Reaction conditions: time 32 hour. The product is FC=1C2=C(C3=CN(N=C3C1)C)C(CC2)CCNC(C)=O (N-[2-(5-fluoro-2-methyl-2,6,7,8-tetrahydrocyclopenta[e]indazol-8-yl)ethyl]acetamide). Isolated yield 77.4%. RXN SMILES: [F:1][C:2]1[C:3]2[CH2:14][CH2:13][C:12](=[CH:15][CH2:16][NH:17][C:18](=[O:20])[CH3:19])[C:4]=2[C:5]2[C:9]([CH:10]=1)=[N:8][N:7]([CH3:11])[CH:6]=2>CO.[C].[Pd]>[F:1][C:2]1[C:3]2[CH2:14][CH2:13][CH:12]([CH2:15][CH2:16][NH:17][C:18](=[O:20])[CH3:19])[C:4]=2[C:5]2[C:9]([CH:10]=1)=[N:8][N:7]([CH3:11])[CH:6]=2 |f:2.3|. Procedure details: To a solution of N-[2-(5-fluoro-2-methyl-6,7-dihydrocyclopenta[e]indazol-8(2H)-ylidene)ethyl]acetamide (82.0 mg, 0.300 mmol) in methanol (3 mL) was added palladium-carbon powder (8.2 mg), and the mixture was stirred under a hydrogen atmosphere at room temperature for 32 hr. The catalyst was filtered off, and the filtrate was concentrated under reduced pressure. The residue was purified by silica gel column chromatography (NH, methanol/ethyl acetate=0/100→5/95) to give the title compound (63.9 mg... Starting materials: OC1=C(C=C(C=C1)/C=C/C=C/C(=O)NCCN1CCC(CC1)C1=CNC2=CC=CC=C12)OC (1-[2-{5-(4-hydroxy-3-methoxyphenyl)(2E, 4E)-2, 4-pentadienoylamino}ethyl]-4-(3-indolyl)piperidine), CN1CCOCC1 (N-methylmorpholine), CN(C=O)C (N, N-dimethylformamide), C(C)(=O)Cl (acetyl chloride). Run in O (water). Reaction conditions: time 1 hour. Yields the product C(C)(=O)OC1=C(C=C(C=C1)/C=C/C=C/C(=O)NCCN1CCC(CC1)C1=CNC2=CC=CC=C12)OC (1-[2-{5-(4-acetoxy-3-methoxyphenyl)-(2E, 4E)-2, 4-pentadienoylamino}ethyl]-4-(3-indolyl)piperidine). Isolated yield 22.6%. RXN SMILES: [OH:1][C:2]1[CH:7]=[CH:6][C:5](/[CH:8]=[CH:9]/[CH:10]=[CH:11]/[C:12]([NH:14][CH2:15][CH2:16][N:17]2[CH2:22][CH2:21][CH:20]([C:23]3[C:31]4[C:26](=[CH:27][CH:28]=[CH:29][CH:30]=4)[NH:25][CH:24]=3)[CH2:19][CH2:18]2)=[O:13])=[CH:4][C:3]=1[O:32][CH3:33].CN1CC[O:38][CH2:37][CH2:36]1.CN(C)C=O.C(Cl)(=O)C>O>[C:37]([O:1][C:2]1[CH:7]=[CH:6][C:5](/[CH:8]=[CH:9]/[CH:10]=[CH:11]/[C:12]([NH:14][CH2:15][CH2:16][N:17]2[CH2:22][CH2:21][CH:20]([C:23]3[C:31]4[C:26](=[CH:27][CH:28]=[CH:29][CH:30]=4)[NH:25][CH:24]=3)[CH2:19][CH2:18]2)=[O:13])=[CH:4][C:3]=1[O:32][CH3:33])(=[O:38])[CH3:36]. Procedure details: To a mixture of 1-[2-{5-(4-hydroxy-3-methoxyphenyl)(2E, 4E)-2, 4-pentadienoylamino}ethyl]-4-(3-indolyl)piperidine (0.89 g), dry N-methylmorpholine (1.0 g) and dry N, N-dimethylformamide (10 ml) was added slowly acetyl chloride (0.26 g) at 5° to 10° C. After stirring for 1 hour, the reaction mixture was poured into water (50 ml) and stirred for 1 hour. The resulting precipitate was collected, washed with water and then recrystallized from a mixture of ethanol and water (7:3 V/V) to give 1-[2-{5-(... Reactants: [N+](=O)([O-])C1=CC(=C(C=C1)OC)OC(F)(F)F (4-nitro-2-trifluoromethoxyanisole), Cl (HCl). Reagents/catalysts: [Pd] (Pd/C). Solvent: CO (MeOH). Run at time 17 hour. The product is NC1=CC(=C(C=C1)OC)OC(F)(F)F (4-amino-2-trifluoromethoxyanisole), hydrochloride salt. RXN SMILES: [N+:1]([C:4]1[CH:9]=[CH:8][C:7]([O:10][CH3:11])=[C:6]([O:12][C:13]([F:16])([F:15])[F:14])[CH:5]=1)([O-])=O.Cl>CO.[Pd]>[NH2:1][C:4]1[CH:9]=[CH:8][C:7]([O:10][CH3:11])=[C:6]([O:12][C:13]([F:14])([F:15])[F:16])[CH:5]=1. Procedure details: To a stirred solution of 4-nitro-2-trifluoromethoxyanisole (500 mg, 2.11 mmol) in MeOH (8.0 mL) at room temperature was added aqueous HCl solution (1.0 mL, 3.0 M) followed by 10% Pd/C (80 mg). The reaction mixture was stirred under H2 atmosphere for 17 h, filtered through a pad of celite and concentrated to give 4-amino-2-trifluoromethoxyanisole as a hydrochloride salt (500 mg). The product was used without further purification. Reactants: C(CC[C@@H](C(=O)O)NC(=O)C1=CC=C(NCC=2CNC=3N=C(N)NC(=O)C3N2)C=C1)(=O)[O-] (dihydrofolate), NC1=NC(=C(C(=N1)N)C1=CC(=C(C=C1)Cl)Cl)C.CC1=C(C=CC2=C1C(=NC(=N2)N)N)CNC3=CC(=C(C(=C3)OC)OC)OC (2,4-diamino,5-(3′,4′-dichlorophenyl),6-methylpyrimidine trimetrexate), 10-propargyl-5,8-dideazafolate, C1C(CNC2=C1C(=O)N=C(N2)N)CCC3=CC=C(C=C3)C(=O)N[C@@H](CCC(=O)O)C(=O)O (5,10-dideazatetrahydrofolate), 10-ethyl,10-deaza-aminopterin, COC=1C=C(C=C(C1OC)OC)CC=2C=NC(=NC2N)N (trimethoprim), CN(CC=1C=NC2=C(N1)C(=NC(=N2)N)N)C=3C=CC(=CC3)C(=O)N[C@@H](CCC(=O)O)C(=O)O (methotrexate), C1=CC(=CC=C1C(=O)N[C@@H](CCC(=O)O)C(=O)O)NCC=2C=NC3=C(N2)C(=NC(=N3)N)N (aminopterin), CCC1=C(C(=NC(=N1)N)N)C=2C=CC(=CC2)Cl (pyrimethamine). Yields the product N1=C(N)NC(=O)C2=NC=CN=C12 (pterin). As a reaction SMILES: C([O-])(=O)CC[C@H](NC(C1C=CC(NC[C:17]2[CH2:18][NH:19][C:20]3[N:21]=[C:22]([NH:24][C:25]([C:27]=3[N:28]=2)=[O:26])[NH2:23])=CC=1)=O)C(O)=O.CN(C1C=CC(C(N[C@H](C(O)=O)CCC(O)=O)=O)=CC=1)CC1C=NC2N=C(N)N=C(N)C=2N=1.C1C(C(N[C@H](C(O)=O)CCC(O)=O)=O)=CC=C(NCC2C=NC3N=C(N)N=C(N)C=3N=2)C=1.NC1N=C(N)C(C2C=CC(Cl)=C(Cl)C=2)=C(C)N=1.CC1C2C(N)=NC(N)=NC=2C=CC=1CNC1C=C(OC)C(OC)=C(OC)C=1.CCC1N=C(N)N=C(N)C=1C1C=CC(Cl)=CC=1.COC1C=C(CC2C=NC(N)=NC=2N)C=C(OC)C=1OC.C1C2C(N=C(N)NC=2NCC1CCC1C=CC(C(N[C@H](C(O)=O)CCC(O)=O)=O)=CC=1)=O>>[N:21]1[C:20]2[C:27](=[N:28][CH:17]=[CH:18][N:19]=2)[C:25](=[O:26])[NH:24][C:22]=1[NH2:23] |f:3.4|. Procedure details: When in the above examples, other dihydrofolate reductase inhibitors replace methotrexate, e.g. aminopterin or 10-propargyl-5,8-dideazafolate or 2,4-diamino,5-(3′,4′-dichlorophenyl),6-methylpyrimidine trimetrexate, or pyrimethamine or trimethoprim or pyritrexim 5,10-dideazatetrahydrofolate or 10-ethyl,10-deaza-aminopterin, similar results of pterin salvage pathway blocking are obtained. The reactants are [BH4-], [BH4-], CO, CC(C)(Cc1ccc(Oc2ccc(O)cc2)cc1)[N+](=O)[O-], [Na+], [Na+]. Product: CC(C)(N)Cc1ccc(Oc2ccc(O)cc2)cc1. RXN SMILES: [BH4-:1].[BH4-:24].[CH3:26][OH:27].[CH3:3][C:4]([CH2:5][c:6]1[cH:7][cH:8][c:9]([O:10][c:11]2[cH:12][cH:13][c:14]([OH:17])[cH:15][cH:16]2)[cH:18][cH:19]1)([CH3:20])[N+:21]([O-:22])=[O:23].[Na+:25].[Na+:2]>>[CH3:3][C:4]([CH2:5][c:6]1[cH:7][cH:8][c:9]([O:10][c:11]2[cH:12][cH:13][c:14]([OH:17])[cH:15][cH:16]2)[cH:18][cH:19]1)([CH3:20])[NH2:21]. Reactants: [Al+3], C1CCOC1, [H-], [H-], [H-], [H-], [Li+], CCOC(=O)C(C)c1cc2cc([N+](=O)[O-])ccc2[nH]1, [Na+], [OH-], O. Product: CC(CO)c1cc2cc([N+](=O)[O-])ccc2[nH]1. RXN SMILES: [Al+3:2].[CH2:29]1[O:30][CH2:31][CH2:32][CH2:33]1.[H-:1].[H-:4].[H-:5].[H-:6].[Li+:3].[N+:7](=[O:8])([O-:9])[c:10]1[cH:11][c:12]2[cH:13][c:14]([CH:19]([C:20](=[O:21])[O:22][CH2:23][CH3:24])[CH3:25])[nH:15][c:16]2[cH:17][cH:18]1.[Na+:28].[OH-:27].[OH2:26]>>[N+:7](=[O:8])([O-:9])[c:10]1[cH:11][c:12]2[cH:13][c:14]([CH:19]([CH2:20][OH:21])[CH3:25])[nH:15][c:16]2[cH:17][cH:18]1.